This data is from the Open Reaction Database (ORD), a public repository of structured organic reaction records. The task is: describe an organic reaction: reactants, conditions, products, and yield Starting materials: N12CCC(CC1)(C2)C(C#N)(C2=CC=CC=C2)C2=CC=CC=C2 (1-azabicyclo[2.2.1]hept-4-yl(diphenyl)acetonitrile), BrCCCC#N (4-bromobutanenitrile). Run in 2CH3CN/3CHCl3. Yields the product [Br-].C(#N)C(C12CC[N+](CC1)(C2)CCCC#N)(C2=CC=CC=C2)C2=CC=CC=C2 (4-[cyano(diphenyl)methyl]-1-(3-cyanopropyl)-1-azoniabicyclo[2.2.1]heptane bromide). Isolated yield 54.3%. Reaction SMILES: [N:1]12[CH2:7][C:4]([C:8]([C:17]3[CH:22]=[CH:21][CH:20]=[CH:19][CH:18]=3)([C:11]3[CH:16]=[CH:15][CH:14]=[CH:13][CH:12]=3)[C:9]#[N:10])([CH2:5][CH2:6]1)[CH2:3][CH2:2]2.[Br:23][CH2:24][CH2:25][CH2:26][C:27]#[N:28]>>[Br-:23].[C:9]([C:8]([C:17]1[CH:22]=[CH:21][CH:20]=[CH:19][CH:18]=1)([C:11]1[CH:12]=[CH:13][CH:14]=[CH:15][CH:16]=1)[C:4]12[CH2:7][N+:1]([CH2:24][CH2:25][CH2:26][C:27]#[N:28])([CH2:6][CH2:5]1)[CH2:2][CH2:3]2)#[N:10] |f:2.3|. Reported procedure: Following the general procedure outlined in Example 24, 1-azabicyclo[2.2.1]hept-4-yl(diphenyl)acetonitrile (0.044 g, 0.152 mmol) and 4-bromobutanenitrile (0.025 mL, 0.252 mmol) in 2CH3CN/3CHCl3 (3.5 mL) were reacted to give the desired product (0.0360 g, 54.1%). EI-MS m/z 356 (M+) Rt (1.57 min). Reactants: C(=O)([O-])[O-].[K+].[K+] (K2CO3), O (water), FC(C(=O)O)(F)F (Trifluoroacetic acid), C(=O)(OC(C)(C)C)C1N(CCNC1)C1=NC=CC=C1NC(C)C (2-(Boc-piperazinyl)-3-(isopropylamino)pyridine), C(=O)(C(F)(F)F)O (TFA). Run in ClCCl (dichloromethane). Reaction conditions: temperature 0 celsius, time 15 minute. Yields the product N1(CCNCC1)C1=NC=CC=C1NC(C)C (2-piperazinyl-3-(isopropylamino)pyridine). Reaction SMILES: FC(F)(F)C(O)=O.C([CH:15]1[CH2:20][NH:19][CH2:18][CH2:17][N:16]1[C:21]1[C:26]([NH:27][CH:28]([CH3:30])[CH3:29])=[CH:25][CH:24]=[CH:23][N:22]=1)(OC(C)(C)C)=O.C([O-])([O-])=O.[K+].[K+].O>ClCCl>[N:16]1([C:21]2[C:26]([NH:27][CH:28]([CH3:30])[CH3:29])=[CH:25][CH:24]=[CH:23][N:22]=2)[CH2:15][CH2:20][NH:19][CH2:18][CH2:17]1 |f:2.3.4|. Reported procedure: Trifluoroacetic acid (2.0 mL) was added to a stirred solution of 2-(Boc-piperazinyl)-3-(i -propylamino)pyridine 4 (1.426 g, 4.45 mmol) in dichloromethane (10 mL) at 0° C. The resulting mixture was stirred at 0° C. for 30 min, at room temperature for 1 h 15 min. Additional quantities of TFA (2.0 mL) were added. The mixture was stirred at room temperature for another 23 h. Sat. K2CO3 solution was slowly added to quench the reaction (gas ↑). Small amount of water was added to help the layers separa...